The task is: describe an organic reaction: reactants, conditions, products, and yield. This data is from the Open Reaction Database (ORD), a public repository of structured organic reaction records. Starting materials: C(C1=CC=CC=C1)Br (Benzyl bromide), C(C)(C)N1C(=NC2=C1C(C1=CC=CC=C1C2=O)=O)C (1-isopropyl-2-methyl-4,9-dihydro-4,9-dioxo-1H-naphtho[2,3-d]imidazole). The solvent is C(C)#N (acetonitrile). Product: [Br-].C(C1=CC=CC=C1)N1C(=[N+](C2=C1C(C1=CC=CC=C1C2=O)=O)C(C)C)C (1-benzyl-3-isopropyl-2-methyl-4,9-dihydro-4,9-dioxo-1H-naphtho[2,3-d]imidazol-3-ium bromide). RXN SMILES: [CH2:1]([Br:8])[C:2]1[CH:7]=[CH:6][CH:5]=[CH:4][CH:3]=1.[CH:9]([N:12]1[C:16]2[C:17](=[O:26])[C:18]3[C:23]([C:24](=[O:25])[C:15]=2[N:14]=[C:13]1[CH3:27])=[CH:22][CH:21]=[CH:20][CH:19]=3)([CH3:11])[CH3:10]>C(#N)C>[Br-:8].[CH2:1]([N:14]1[C:15]2[C:24](=[O:25])[C:23]3[C:18]([C:17](=[O:26])[C:16]=2[N+:12]([CH:9]([CH3:10])[CH3:11])=[C:13]1[CH3:27])=[CH:19][CH:20]=[CH:21][CH:22]=3)[C:2]1[CH:7]=[CH:6][CH:5]=[CH:4][CH:3]=1 |f:3.4|. Procedure: Benzyl bromide (1.9 ml) was added to a solution of 1-isopropyl-2-methyl-4,9-dihydro-4,9-dioxo-1H-naphtho[2,3-d]imidazole (0.8 g) in acetonitrile (20 ml) and the mixture was stirred under reflux for 6 hours. After cooling, the resulting precipitate was collected by filtration and washed with ethyl acetate. The obtained solid was recrystallized from methanol to give 1-benzyl-3-isopropyl-2-methyl-4,9-dihydro-4,9-dioxo-1H-naphtho[2,3-d]imidazol-3-ium bromide (0.47 g) as a yellow powder. The reactants are FC1=C(N)C(=CC(=C1)F)F (2,4,6-trifluoroaniline), N1=CC=CC=C1 (pyridine), COC(C1=CC(=CC=C1)S(=O)(=O)Cl)=O (3-chlorosulfonylbenzoic acid methyl ester). Run in ClCCl (dichloromethane), ClCCl (dichloromethane). Product: COC(C1=CC(=CC=C1)S(NC1=C(C=C(C=C1F)F)F)(=O)=O)=O (3-[N-(2,4,6-Trifluorophenyl)sulfamoyl]-benzoic acid methyl ester). RXN SMILES: [CH3:1][O:2][C:3](=[O:14])[C:4]1[CH:9]=[CH:8][CH:7]=[C:6]([S:10](Cl)(=[O:12])=[O:11])[CH:5]=1.[F:15][C:16]1[CH:22]=[C:21]([F:23])[CH:20]=[C:19]([F:24])[C:17]=1[NH2:18].N1C=CC=CC=1>ClCCl>[CH3:1][O:2][C:3](=[O:14])[C:4]1[CH:9]=[CH:8][CH:7]=[C:6]([S:10](=[O:12])(=[O:11])[NH:18][C:17]2[C:16]([F:15])=[CH:22][C:21]([F:23])=[CH:20][C:19]=2[F:24])[CH:5]=1. Procedure: 2.35 g (10 mmol) of 3-chlorosulfonylbenzoic acid methyl ester is suspended in 30 ml of dichloromethane with exclusion of moisture, the suspension is cooled to -5° C and at this temperature a solution of 1.47 g (10 mmol) of 2,4,6-trifluoroaniline and 1 ml of pyridine in 20 ml of dichloromethane is instilled. When the instillation is completed, it is allowed to come to room temperature and is stirred for 12 more hours. The resulting precipitate is suctioned off and extracted with ether. The ether ...